Dataset: the Open Reaction Database (ORD), a public repository of structured organic reaction records. Task: describe an organic reaction: reactants, conditions, products, and yield Procedure: N-(2-Fluoro-4-chloro-5-cyclopentyloxyphenyl)-3,4,5,6-tetrahydrophthalimide (1.00 g, 2.75 mmol), isopropylamine (0.600 g, 10.2 mmol) and benzene (25 ml) as a solvent were placed into a round bottom flask (50 cc) and stirred overnight at room temperature. After completion of the reaction, the precipitated crystals were isolated by filtration. The crystals were washed with hexane and dried to obtain N-(2-fluoro-4-chloro-5-cyclopentyloxyphenyl)-N'-isopropyl-3,4,5,6-tetrahydrophthalamide as white cry... Run in C1=CC=CC=C1 (benzene). Product: FC1=C(C=C(C(=C1)Cl)OC1CCCC1)NC(C1=C(C(=O)NC(C)C)CCCC1)=O (N-(2-fluoro-4-chloro-5-cyclopentyloxyphenyl)-N'-isopropyl-3,4,5,6-tetrahydrophthalamide). The yield is 60.2%. Starting materials: FC1=C(C=C(C(=C1)Cl)OC1CCCC1)N1C(C2=C(C1=O)CCCC2)=O (N-(2-Fluoro-4-chloro-5-cyclopentyloxyphenyl)-3,4,5,6-tetrahydrophthalimide), C(C)(C)N (isopropylamine). RXN SMILES: [F:1][C:2]1[CH:7]=[C:6]([Cl:8])[C:5]([O:9][CH:10]2[CH2:14][CH2:13][CH2:12][CH2:11]2)=[CH:4][C:3]=1[N:15]1[C:19](=[O:20])[C:18]2[CH2:21][CH2:22][CH2:23][CH2:24][C:17]=2[C:16]1=[O:25].[CH:26]([NH2:29])([CH3:28])[CH3:27]>C1C=CC=CC=1>[F:1][C:2]1[CH:7]=[C:6]([Cl:8])[C:5]([O:9][CH:10]2[CH2:11][CH2:12][CH2:13][CH2:14]2)=[CH:4][C:3]=1[NH:15][C:16](=[O:25])[C:17]1[CH2:24][CH2:23][CH2:22][CH2:21][C:18]=1[C:19]([NH:29][CH:26]([CH3:28])[CH3:27])=[O:20]. Reaction conditions: time 8 hour. The reactants are C1CCOC1, COC(=O)c1ccc(OC)c2c1OCC1(CO2)CSCSC1, C[Si](C)(C)[N-][Si](C)(C)C, Cc1c(Cl)cncc1Cl, [Li+]. Yields the product COc1ccc(C(=O)Cc2c(Cl)cncc2Cl)c2c1OCC1(CO2)CSCSC1. Reaction SMILES: [CH2:42]1[O:43][CH2:44][CH2:45][CH2:46]1.[CH3:10][O:11][C:12](=[O:13])[c:14]1[cH:15][cH:16][c:17]([O:30][CH3:31])[c:18]2[c:24]1[O:23][CH2:22][C:21]1([CH2:20][O:19]2)[CH2:25][S:26][CH2:27][S:28][CH2:29]1.[CH3:33][Si:34]([N-:35][Si:36]([CH3:37])([CH3:38])[CH3:39])([CH3:40])[CH3:41].[Cl:1][c:2]1[cH:3][n:4][cH:5][c:6]([Cl:9])[c:7]1[CH3:8].[Li+:32]>>[Cl:1][c:2]1[cH:3][n:4][cH:5][c:6]([Cl:9])[c:7]1[CH2:8][C:12](=[O:11])[c:14]1[cH:15][cH:16][c:17]([O:30][CH3:31])[c:18]2[c:24]1[O:23][CH2:22][C:21]1([CH2:20][O:19]2)[CH2:25][S:26][CH2:27][S:28][CH2:29]1. The reactants are C[O-].[Na+] (sodium methoxide), CCOCC (Ether), C[Si](CCOC(=O)N1CC(C(CC1)=O)C(=O)OCC)(C)C (4-oxo-1,3-piperidinedicarboxylic acid 3-ethyl 1-[2-(trimethylsilyl)ethyl]ester), Cl.C(CCCC)(=N)N (valeramidine hydrochloride). The solvent is CO (methanol), O (water), C(C)O (ethyl alcohol). Yields the product C[Si](CCOC(=O)N1CC2=C(N=C(NC2=O)CCCC)CC1)(C)C (2-Butyl-3,5,7,8-tetrahydro-4-oxo-pyrido[4,3-d]pyrimidine-6(4H)-carboxylic acid 2-(trimethylsilyl)ethyl ester). Isolated yield 32.6%. Reaction SMILES: [CH3:1][Si:2]([CH3:21])([CH3:20])[CH2:3][CH2:4][O:5][C:6]([N:8]1[CH2:13][CH2:12][C:11](=O)[CH:10]([C:15]([O:17]CC)=O)[CH2:9]1)=[O:7].Cl.[C:23]([NH2:29])(=[NH:28])[CH2:24][CH2:25][CH2:26][CH3:27].C[O-].[Na+].CCOCC>C(O)C.CO.O>[CH3:21][Si:2]([CH3:1])([CH3:20])[CH2:3][CH2:4][O:5][C:6]([N:8]1[CH2:13][CH2:12][C:11]2[N:28]=[C:23]([CH2:24][CH2:25][CH2:26][CH3:27])[NH:29][C:15](=[O:17])[C:10]=2[CH2:9]1)=[O:7] |f:1.2,3.4|. Procedure: To a mixture of 2.2 g of 4-oxo-1,3-piperidinedicarboxylic acid 3-ethyl 1-[2-(trimethylsilyl)ethyl]ester and 1.2 g of valeramidine hydrochloride in 15 ml of dry ethyl alcohol is added 7 ml of 1M sodium methoxide in methanol. The resulting mixture is stirred and heated under reflux for 25 minutes. The reaction mixture is allowed to cool, filtered and the solid washed with ethyl alcohol. The combined filtrates are evaporated in vacuo without heat to give an oily solid. Ether and water are added to ... The reactants are C(C(O)C1=CC=CC=C1)(=O)O (mandelic acid), O=O (oxygen). Product: C1(=CC=CC=C1)C(C(=O)O)=O (phenylglyoxylic acid), C(C1=CC=CC=C1)=O (benzaldehyde), C(C=1C(O)=CC=CC1)=O (salicylaldehyde), C(C1=CC=CC=C1)(=O)O (benzoic acid). Reaction SMILES: [C:1]([OH:11])(=[O:10])[CH:2]([C:4]1[CH:9]=[CH:8][CH:7]=[CH:6][CH:5]=1)[OH:3].[O:12]=O>>[C:4]1([C:2](=[O:3])[C:1]([OH:11])=[O:10])[CH:9]=[CH:8][CH:7]=[CH:6][CH:5]=1.[CH:2](=[O:3])[C:4]1[CH:9]=[CH:8][CH:7]=[CH:6][CH:5]=1.[CH:2](=[O:3])[C:4]1[C:9](=[CH:8][CH:7]=[CH:6][CH:5]=1)[OH:12].[C:2]([OH:3])(=[O:12])[C:4]1[CH:9]=[CH:8][CH:7]=[CH:6][CH:5]=1. Procedure details: When mandelic acid is oxidized in aqueous solution with pure oxygen in the presence of sunlight, no phenylglyoxylic acid is obtained as a reaction product, but only benzaldehyde, salicylaldehyde, benzoic acid and a little salicylic acid (see G. Ciamician et al., Ber. dtsch, chem. Ges. 46, page 1,559 (1913)). Starting materials: O.N (ammonia water), ClC=1C=C(C=C(C1)Cl)C1(CC(=NO1)C1=CC(=C(C(=O)Cl)C=C1)C)C(F)(F)F (4-[5-(3,5-dichlorophenyl)-5-trifluoromethyl-4,5-dihydroisoxazol-3-yl]-2-methylbenzoyl chloride). The solvent is O1CCCC1 (tetrahydrofuran), O1CCCC1 (tetrahydrofuran). Conditions: time 18 hour. The product is ClC=1C=C(C=C(C1)Cl)C1(CC(=NO1)C1=CC(=C(C(=O)N)C=C1)C)C(F)(F)F (4-[5-(3,5-dichlorophenyl)-5-trifluoromethyl-4,5-dihydroisoxazol-3-yl]-2-methylbenzoic acid amide). The yield is 101.2%. Reaction SMILES: [Cl:1][C:2]1[CH:3]=[C:4]([C:9]2([C:24]([F:27])([F:26])[F:25])[O:13][N:12]=[C:11]([C:14]3[CH:22]=[CH:21][C:17]([C:18](Cl)=[O:19])=[C:16]([CH3:23])[CH:15]=3)[CH2:10]2)[CH:5]=[C:6]([Cl:8])[CH:7]=1.O.[NH3:29]>O1CCCC1>[Cl:1][C:2]1[CH:3]=[C:4]([C:9]2([C:24]([F:27])([F:26])[F:25])[O:13][N:12]=[C:11]([C:14]3[CH:22]=[CH:21][C:17]([C:18]([NH2:29])=[O:19])=[C:16]([CH3:23])[CH:15]=3)[CH2:10]2)[CH:5]=[C:6]([Cl:8])[CH:7]=1 |f:1.2|. Procedure details: In a mixture of 3.0 g of concentrated ammonia water and 15 ml of tetrahydrofuran, a solution of 3.0 g of 4-[5-(3,5-dichlorophenyl)-5-trifluoromethyl-4,5-dihydroisoxazol-3-yl]-2-methylbenzoyl chloride in 20 ml of tetrahydrofuran was added dropwise, after the completion of the addition, continued to stir further for 18 hours. After the completion of the reaction, the solvent was distilled off under reduced pressure, the residue was dissolved in 50 ml of ethyl acetate, washed with 50 ml of water, d... Reactants: C(C)(C)(C)OC(C(C)(C)SC=1SC=C(N1)CCN(C1=NC=C(C=N1)CC)CC1=CC=C(C=C1)Br)=O (2-[(4-{2-[(4-bromobenzyl)(5-ethylpyrimidin-2-yl)amino]ethyl}-1,3-thiazol-2-yl)thio]-2-methylpropionic acid tert-butyl ester), (3-diethylboryl)pyridine, O1CCOCC1 (dioxane), O (water). Reagents/catalysts: C=1C=CC(=CC1)[P](C=2C=CC=CC2)(C=3C=CC=CC3)[Pd]([P](C=4C=CC=CC4)(C=5C=CC=CC5)C=6C=CC=CC6)([P](C=7C=CC=CC7)(C=8C=CC=CC8)C=9C=CC=CC9)[P](C=1C=CC=CC1)(C=1C=CC=CC1)C=1C=CC=CC1 (tetrakis(triphenylphosphine)palladium). The solvent is C([O-])([O-])=O.[Na+].[Na+] (sodium carbonate). Product: C(C)(C)(C)OC(C(C)(C)SC=1SC=C(N1)CCN(CC1=CC=C(C=C1)C=1C=NC=CC1)C1=NC=C(C=N1)CC)=O (2-[(4-{2-[(5-ethylpyrimidin-2-yl)(4-pyridin-3-ylbenzyl)amino]ethyl}-1,3-thiazol-2-yl)thio]-2-methylpropionic acid tert-butyl ester). As a reaction SMILES: [C:1]([O:5][C:6](=[O:35])[C:7]([S:10][C:11]1[S:12][CH:13]=[C:14]([CH2:16][CH2:17][N:18]([CH2:27][C:28]2[CH:33]=[CH:32][C:31](Br)=[CH:30][CH:29]=2)[C:19]2[N:24]=[CH:23][C:22]([CH2:25][CH3:26])=[CH:21][N:20]=2)[N:15]=1)([CH3:9])[CH3:8])([CH3:4])([CH3:3])[CH3:2].O.O1[CH2:42][CH2:41]OCC1>C(=O)([O-])[O-].[Na+].[Na+].C1C=CC([P]([Pd]([P](C2C=CC=CC=2)(C2C=CC=CC=2)C2C=CC=CC=2)([P](C2C=CC=CC=2)(C2C=CC=CC=2)C2C=CC=CC=2)[P](C2C=CC=CC=2)(C2C=CC=CC=2)C2C=CC=CC=2)(C2C=CC=CC=2)C2C=CC=CC=2)=CC=1>[C:1]([O:5][C:6](=[O:35])[C:7]([S:10][C:11]1[S:12][CH:13]=[C:14]([CH2:16][CH2:17][N:18]([C:19]2[N:24]=[CH:23][C:22]([CH2:25][CH3:26])=[CH:21][N:20]=2)[CH2:27][C:28]2[CH:33]=[CH:32][C:31]([C:13]3[CH:14]=[N:15][CH:11]=[CH:41][CH:42]=3)=[CH:30][CH:29]=2)[N:15]=1)([CH3:9])[CH3:8])([CH3:4])([CH3:3])[CH3:2] |f:3.4.5,^1:52,54,73,92|. Procedure details: Under nitrogen atmosphere, 2-[(4-{2-[(4-bromobenzyl)(5-ethylpyrimidin-2-yl)amino]ethyl}-1,3-thiazol-2-yl)thio]-2-methylpropionic acid tert-butyl ester (300 mg) synthesized in Example 402-1 and (3-diethylboryl)pyridine (76 mg) were dissolved in dioxane (2.6 mL) and sodium carbonate (2 mol/L, 1.3 mL), tetrakis(triphenylphosphine)palladium (30 mg) was added, and the mixture was refluxed for 2 hr. The reaction mixture was cooled, water was added thereto, and the mixture was extracted with ethyl acet... Starting materials: C(C)N(C1=C(C=CC(=C1)OC)C1CC=2C=CC(=CC2CC1)OC(C(C)(C)C)=O)C(C1=CC(=C(C=C1)O)F)=O (pivalic acid 6-{2-[ethyl(3-fluoro-4-hydroxybenzoyl)amino]-4-methoxyphenyl}-5,6,7,8-tetrahydronaphthalen-2-yl ester), ClC(C(=O)N1CCCCC1)C (2-chloro-1-piperidin-1-ylpropan-1-one). Yields the product C(C)N(C1=C(C=CC(=C1)OC)C1CC=2C=CC(=CC2CC1)O)CC1=CC(=C(C=C1)OC(CN1CCCCC1)C)F (6-{2-{Ethyl[3-fluoro-4-(1-methyl-2-piperidin-1-ylethoxy)benzyl]amino}-4-methoxy phenyl}-5,6,7,8-tetrahydronaphthalen-2-ol). The yield is 63.4%. RXN SMILES: [CH2:1]([N:3]([C:29](=O)[C:30]1[CH:35]=[CH:34][C:33]([OH:36])=[C:32]([F:37])[CH:31]=1)[C:4]1[CH:9]=[C:8]([O:10][CH3:11])[CH:7]=[CH:6][C:5]=1[CH:12]1[CH2:21][CH2:20][C:19]2[CH:18]=[C:17]([O:22]C(=O)C(C)(C)C)[CH:16]=[CH:15][C:14]=2[CH2:13]1)[CH3:2].Cl[CH:40]([CH3:49])[C:41]([N:43]1[CH2:48][CH2:47][CH2:46][CH2:45][CH2:44]1)=O>>[CH2:1]([N:3]([CH2:29][C:30]1[CH:35]=[CH:34][C:33]([O:36][CH:40]([CH3:49])[CH2:41][N:43]2[CH2:48][CH2:47][CH2:46][CH2:45][CH2:44]2)=[C:32]([F:37])[CH:31]=1)[C:4]1[CH:9]=[C:8]([O:10][CH3:11])[CH:7]=[CH:6][C:5]=1[CH:12]1[CH2:21][CH2:20][C:19]2[CH:18]=[C:17]([OH:22])[CH:16]=[CH:15][C:14]=2[CH2:13]1)[CH3:2]. Procedure: Synthesized from pivalic acid 6-{2-[ethyl(3-fluoro-4-hydroxybenzoyl)amino]-4-methoxyphenyl}-5,6,7,8-tetrahydronaphthalen-2-yl ester (21 mg) and 2-chloro-1-piperidin-1-ylpropan-1-one (16 mg) according to an analogous synthetic method to Example 404 and purified by LC-MS, the title compound (14 mg) was obtained. The reactants are O=C(OCc1ccccc1)C(ON1C(=O)c2ccccc2C1=O)c1ccccc1, CCO, NN. The product is NOC(C(=O)OCc1ccccc1)c1ccccc1. As a reaction SMILES: [CH2:1]([c:2]1[cH:3][cH:4][cH:5][cH:6][cH:7]1)[O:8][C:9]([CH:10]([c:11]1[cH:12][cH:13][cH:14][cH:15][cH:16]1)[O:17][N:18]1[C:19](=[O:20])[c:21]2[c:22]([cH:23][cH:24][cH:25][cH:26]2)[C:27]1=[O:28])=[O:29].[CH3:32][CH2:33][OH:34].[NH2:30][NH2:31]>>[CH2:1]([c:2]1[cH:3][cH:4][cH:5][cH:6][cH:7]1)[O:8][C:9]([CH:10]([c:11]1[cH:12][cH:13][cH:14][cH:15][cH:16]1)[O:17][NH2:18])=[O:29]. The reactants are O=C[C@H](O)[C@@H](O)[C@H](O)[C@H](O)CO (Glucose), C(CCCC=O)=O (Glutaraldehyde), VII, O=C[C@H](O)[C@@H](O)[C@H](O)[C@H](O)CO (Glucose), C(C)(=O)[O-].[Na+] (Sodium Acetate). The solvent is C(C)(=O)[O-] (acetate), C(C)(=O)[O-] (acetate). Yields the product C(CCCC=O)=O.C(C)(=O)[O-] (Glutaraldehyde acetate). Isolated yield 2.5%. Reaction SMILES: [O:1]=[CH:2][C@@H:3]([C@H:5]([C@@H:7]([C@@H:9](CO)[OH:10])O)O)O.[C:13]([O-:16])(=[O:15])[CH3:14].[Na+].C(=O)CCCC=O>C([O-])(=O)C>[CH:9](=[O:10])[CH2:7][CH2:5][CH2:3][CH:2]=[O:1].[C:13]([O-:16])(=[O:15])[CH3:14] |f:1.2,5.6|. Procedure: The enzyme gelling solution for infiltration into the membranes was formulated with Glucose Oxidase, Type VII from Aspergillus Niger, EC 1.1.3.4 (Sigma Chemical Co.) and Bovine Serum Albumin, Fraction V Powder (Sigma Chemical Co.). About 0.1000 grams of Glucose Oxidase and 0.400 grams of Bovine Serum Albumin are mixed together in a 0.20 M Sodium Acetate (pH=5.00) (Sigma Chemical Co.) buffer, until they both dissolve in the acetate buffer (volume=7.5 ml). In a separate vial, a solution of 1.0 ml ... Procedure details: using isopropyl 2,4-difluoro-5-{3-[2-(ethoxycarbonyl)-1-cyclopenten-1-yl]ureido}-benzoate with sodium isopropylate in isopropanol there is obtained isopropyl 2,4-difluoro-5-(1,2,4,5,6,7-hexahydro-2,4-dioxo-3H-cyclopenta[d]pyrimidin-3-yl]-benzoate, m.p. 231°-234° C., RXN SMILES: [F:1][C:2]1[CH:13]=[C:12]([F:14])[C:11]([NH:15][C:16]([NH:18][C:19]2[CH2:23][CH2:22][CH2:21][C:20]=2[C:24](OCC)=[O:25])=[O:17])=[CH:10][C:3]=1[C:4]([O:6][CH:7]([CH3:9])[CH3:8])=[O:5].[Na]>C(O)(C)C>[F:1][C:2]1[CH:13]=[C:12]([F:14])[C:11]([N:15]2[C:24](=[O:25])[C:20]3[CH2:21][CH2:22][CH2:23][C:19]=3[NH:18][C:16]2=[O:17])=[CH:10][C:3]=1[C:4]([O:6][CH:7]([CH3:8])[CH3:9])=[O:5] |^1:28|. Product: FC1=C(C(=O)OC(C)C)C=C(C(=C1)F)N1C(NC2=C(C1=O)CCC2)=O (isopropyl 2,4-difluoro-5-(1,2,4,5,6,7-hexahydro-2,4-dioxo-3H-cyclopenta[d]pyrimidin-3-yl]-benzoate). Run in C(C)(C)O (isopropanol). Reactants: FC1=C(C(=O)OC(C)C)C=C(C(=C1)F)NC(=O)NC1=C(CCC1)C(=O)OCC (isopropyl 2,4-difluoro-5-{3-[2-(ethoxycarbonyl)-1-cyclopenten-1-yl]ureido}-benzoate), [Na] (sodium).